Dataset: the Open Reaction Database (ORD), a public repository of structured organic reaction records. Task: describe an organic reaction: reactants, conditions, products, and yield The reactants are [H-].[Al+3].[Li+].[H-].[H-].[H-] (Lithium aluminum hydride), [H-].[Al+3].[Li+].[H-].[H-].[H-] (lithium aluminum hydride), COC=1C(C(=C(C(C1OC)=O)C)CCCCCCCCCCCCC(=O)OC)=O (2,3-dimethoxy-5-methyl-6-(12-methoxycarbonyldodecyl)-1,4-benzoquinone), Cl (hydrochloric acid), ice water. Solvent: CCOCC (ether), CCOCC (ether). Conditions: time 1.5 hour. Product: OCCCCCCCCCCCCCC1=C(C(C(=C(C1=O)OC)OC)=O)C (6-(13-hydroxytridecyl)-2,3-dimethoxy-5-methyl-1,4-benzoquinone). Reaction SMILES: [H-].[Al+3].[Li+].[H-].[H-].[H-].[CH3:7][O:8][C:9]1[C:10](=[O:35])[C:11]([CH2:19][CH2:20][CH2:21][CH2:22][CH2:23][CH2:24][CH2:25][CH2:26][CH2:27][CH2:28][CH2:29][CH2:30][C:31](OC)=[O:32])=[C:12]([CH3:18])[C:13](=[O:17])[C:14]=1[O:15][CH3:16].Cl>CCOCC>[OH:32][CH2:31][CH2:30][CH2:29][CH2:28][CH2:27][CH2:26][CH2:25][CH2:24][CH2:23][CH2:22][CH2:21][CH2:20][CH2:19][C:11]1[C:10](=[O:35])[C:9]([O:8][CH3:7])=[C:14]([O:15][CH3:16])[C:13](=[O:17])[C:12]=1[CH3:18] |f:0.1.2.3.4.5|. Procedure: Lithium aluminum hydride (740 mg) is suspended in dry ether (80 ml) and to the suspension is added dropwise a solution of 2,3-dimethoxy-5-methyl-6-(12-methoxycarbonyldodecyl)-1,4-benzoquinone (1.06 g) in dry ether (100 ml) under ice-cooling and stirring. After 1.5 hour, ice-water is added to the mixture to decompose excess lithium aluminum hydride. The mixture is acidified with hydrochloric acid and subjected to extraction with ether. The extract is washed with water and concentrated under a red... The reactants are ClC1=C(C(=O)NC2=CC(=NN2C2=CC=CC=C2)C(=O)OCC)C=C(C=C1)C1=NC=CC=C1F (Ethyl 5-(2-chloro-5-(3-fluoropyridin-2-yl)benzamido)-1-phenyl-1H-pyrazole-3-carboxylate), C(O)CN (ethanolamine), C(C)(C)N(C(C)C)CC (N,N-diisopropylethylamine). Run in CO (methanol). Yields the product ClC1=C(C(=O)NC2=CC(=NN2C2=CC=CC=C2)C(=O)NCCO)C=C(C=C1)C1=NC=CC=C1F (5-(2-chloro-5-(3-fluoropyridin-2-yl)benzamido)-N-(2-hydroxyethyl)-1-phenyl-1H-pyrazole-3-carboxamide). Isolated yield 41.7%. RXN SMILES: [Cl:1][C:2]1[CH:26]=[CH:25][C:24]([C:27]2[C:32]([F:33])=[CH:31][CH:30]=[CH:29][N:28]=2)=[CH:23][C:3]=1[C:4]([NH:6][C:7]1[N:11]([C:12]2[CH:17]=[CH:16][CH:15]=[CH:14][CH:13]=2)[N:10]=[C:9]([C:18](OCC)=[O:19])[CH:8]=1)=[O:5].[CH2:34]([CH2:36][NH2:37])[OH:35].C(N(CC)C(C)C)(C)C>CO>[Cl:1][C:2]1[CH:26]=[CH:25][C:24]([C:27]2[C:32]([F:33])=[CH:31][CH:30]=[CH:29][N:28]=2)=[CH:23][C:3]=1[C:4]([NH:6][C:7]1[N:11]([C:12]2[CH:13]=[CH:14][CH:15]=[CH:16][CH:17]=2)[N:10]=[C:9]([C:18]([NH:37][CH2:36][CH2:34][OH:35])=[O:19])[CH:8]=1)=[O:5]. Procedure: Ethyl 5-(2-chloro-5-(3-fluoropyridin-2-yl)benzamido)-1-phenyl-1H-pyrazole-3-carboxylate (Example 113, 40 mg, 0.09 mmol), ethanolamine (15.7 mg, 0.26 mmol) and N,N-diisopropylethylamine (33.3 mg, 0.26 mmol) in methanol (1 mL) was heated at 50° C. in a sealed vial for 17 hours. The reaction was cooled and purified using reverse phase column chromatography eluting with 3-50% MeCN in water with 0.1% ammonia to afford the title compound as a white solid (18 mg, 44%).